From a dataset of the Open Reaction Database (ORD), a public repository of structured organic reaction records. describe an organic reaction: reactants, conditions, products, and yield Reactants: C(C)(C)(C)OC(=O)N1CCC(CC1)S(=O)CC1=CC=C(C=C1)F (1-(tert-butoxycarbonyl)-4-(4-fluorobenzylsulfinyl)piperidine). Run in C(=O)O (formic acid). Yields the product FC1=CC=C(CS(=O)C2CCNCC2)C=C1 (4-(4-Fluorobenzylsulfinyl)piperidine). Isolated yield 95.5%. RXN SMILES: C(OC([N:8]1[CH2:13][CH2:12][CH:11]([S:14]([CH2:16][C:17]2[CH:22]=[CH:21][C:20]([F:23])=[CH:19][CH:18]=2)=[O:15])[CH2:10][CH2:9]1)=O)(C)(C)C>C(O)=O>[F:23][C:20]1[CH:19]=[CH:18][C:17]([CH2:16][S:14]([CH:11]2[CH2:12][CH2:13][NH:8][CH2:9][CH2:10]2)=[O:15])=[CH:22][CH:21]=1. Procedure details: Using a similar method to that described in Example 108, step 2, 1-(tert-butoxycarbonyl)-4-(4-fluorobenzylsulfinyl)piperidine (1.524 g, 4.46 mmol) was reacted with 90% formic acid (15ml) to give 1.0276 g (95%) of the title compound as a white solid. δH (250 MHz, CDCl3) 1.47 (2H, m), 1.82 (2H, m), 2.49 (2H, m), 2.69 (1H, tt, J=4.0 and 11.8 Hz), 3.03 (2H, m), 3.88 (1H, d, J=13.0 Hz), 4.11 (1H, d, J=13.0 Hz), 7.20 (2H, t, J=8.9 Hz), 7.37 (2H, m). m/e (ES+) 242 (M+H)+.